The task is: describe an organic reaction: reactants, conditions, products, and yield. This data is from the Open Reaction Database (ORD), a public repository of structured organic reaction records. Reactants: C1CCOC1, CC(C)(C)[O-], CC(C)OC(=O)N1CCC(O)CC1, Cc1c(Cl)ncnc1Cl, [K+]. The product is Cc1c(Cl)ncnc1OC1CCN(C(=O)OC(C)C)CC1. RXN SMILES: [CH2:23]1[O:24][CH2:25][CH2:26][CH2:27]1.[CH3:28][C:29]([CH3:30])([O-:31])[CH3:32].[CH:1]([CH3:2])([CH3:3])[O:4][C:5](=[O:6])[N:7]1[CH2:8][CH2:9][CH:10]([OH:13])[CH2:11][CH2:12]1.[Cl:14][c:15]1[n:16][cH:17][n:18][c:19]([Cl:22])[c:20]1[CH3:21].[K+:33]>>[CH:1]([CH3:2])([CH3:3])[O:4][C:5](=[O:6])[N:7]1[CH2:8][CH2:9][CH:10]([O:13][c:19]2[n:18][cH:17][n:16][c:15]([Cl:14])[c:20]2[CH3:21])[CH2:11][CH2:12]1. The reactants are [OH-].[NH4+] (ammonium hydroxide), BrC=1C=C2C=3CCC(CC3NC2=C(C1)C(=O)O)C(=O)OCC (6-bromo-2-(ethoxycarbonyl)-2,3,4,9-tetrahydro-1H-carbazole-8-carboxylic acid), C(CCl)Cl (EDC), O.ON1N=NC2=C1C=CC=C2 (1-hydroxybenzotriazole hydrate). Procedure: To a suspension of 6-bromo-2-(ethoxycarbonyl)-2,3,4,9-tetrahydro-1H-carbazole-8-carboxylic acid (18.5 g, 42.4 mmol), EDC (10.58 g, 55 2 mmol), and 1-hydroxybenzotriazole hydrate (8.45 g, 55.2 mmol) in THF/CH2Cl2 (5/1) (480 mL) was added ammonium hydroxide (9.91 mL, 76 mmol) and it turned into a thick light yellow suspension and it was stirred at room temperature over the weekend. CAUTION: A mild exotherm was observed. The reaction mixture warmed up to 31° C. If reaction is done on larger scale, ... Reaction SMILES: [Br:1][C:2]1[CH:3]=[C:4]2[C:12](=[C:13]([C:15](O)=[O:16])[CH:14]=1)[NH:11][C:10]1[CH2:9][CH:8]([C:18]([O:20][CH2:21][CH3:22])=[O:19])[CH2:7][CH2:6][C:5]2=1.C(Cl)CCl.O.O[N:29]1C2C=CC=CC=2N=N1.[OH-].[NH4+]>C1COCC1.C(Cl)Cl>[Br:1][C:2]1[CH:3]=[C:4]2[C:12](=[C:13]([C:15](=[O:16])[NH2:29])[CH:14]=1)[NH:11][C:10]1[CH2:9][CH:8]([C:18]([O:20][CH2:21][CH3:22])=[O:19])[CH2:7][CH2:6][C:5]2=1 |f:2.3,4.5,6.7|. Yield: 97.5%. The product is BrC=1C=C2C=3CCC(CC3NC2=C(C1)C(N)=O)C(=O)OCC (ethyl 6-bromo-8-carbamoyl-2,3,4,9-tetrahydro-1H-carbazole-2-carboxylate). Solvent: C1CCOC1.C(Cl)Cl (THF CH2Cl2). Reactants: CCO, NN, CC(C)(C)OC(=O)Nc1ccc(-c2cccs2)cc1NC(=O)c1ccc(CN2C(=O)c3ccccc3C2=O)cc1. Product: CC(C)(C)OC(=O)Nc1ccc(-c2cccs2)cc1NC(=O)c1ccc(CN)cc1. As a reaction SMILES: [CH3:43][CH2:44][OH:45].[NH2:41][NH2:42].[O:1]=[C:2]1[N:3]([CH2:12][c:13]2[cH:14][cH:15][c:16]([C:17](=[O:18])[NH:19][c:20]3[c:21]([NH:31][C:32]([O:33][C:34]([CH3:35])([CH3:36])[CH3:37])=[O:38])[cH:22][cH:23][c:24](-[c:26]4[s:27][cH:28][cH:29][cH:30]4)[cH:25]3)[cH:39][cH:40]2)[C:10](=[O:11])[c:5]2[c:4]1[cH:9][cH:8][cH:7][cH:6]2>>[NH2:3][CH2:12][c:13]1[cH:14][cH:15][c:16]([C:17](=[O:18])[NH:19][c:20]2[c:21]([NH:31][C:32]([O:33][C:34]([CH3:35])([CH3:36])[CH3:37])=[O:38])[cH:22][cH:23][c:24](-[c:26]3[s:27][cH:28][cH:29][cH:30]3)[cH:25]2)[cH:39][cH:40]1. Starting materials: 16.2, [OH-].[K+] (potassium hydroxide), intermediate 17, C(#N)C(=C1C=C(C(C=C1)=NO)C(=O)O)C1=CC=CC=C1 (3-(cyanophenylmethylene)-6-(hydroxyimino)-1,4-cyclohexadiene-1-carboxylic acid), 16.25, OO (hydrogen peroxide), Cl (HCl). Run in O (water), O (water). Reaction conditions: time 1 hour. The product is C(C1=CC=CC=C1)(=O)C=1C=CC(=C(C(=O)O)C1)[N+](=O)[O-] (5-benzoyl-2-nitrobenzoic acid). The yield is 63.5%. Reaction SMILES: [OH-:1].[K+].C([C:5]([C:17]1[CH:22]=[CH:21][CH:20]=[CH:19][CH:18]=1)=[C:6]1[CH:11]=[CH:10][C:9](=[N:12][OH:13])[C:8]([C:14]([OH:16])=[O:15])=[CH:7]1)#N.[OH:23]O.Cl>O>[C:5]([C:6]1[CH:11]=[CH:10][C:9]([N+:12]([O-:13])=[O:23])=[C:8]([CH:7]=1)[C:14]([OH:16])=[O:15])(=[O:1])[C:17]1[CH:22]=[CH:21][CH:20]=[CH:19][CH:18]=1 |f:0.1|. Procedure details: To a solution of 16.2 parts of potassium hydroxide, 150 parts of water and 5.72 parts of intermediate 17, namely 3-(cyanophenylmethylene)-6-(hydroxyimino)-1,4-cyclohexadiene-1-carboxylic acid, was added a solution of 16.25 parts of hydrogen peroxide in 16 parts of water. After stirring for 1 hour at room temperature, the reaction mixture was acidified with HCl while cooling on ice. The product was extracted with dichloromethane and the extract was dried, filtered and evaporated. The residue was ... The reactants are CC(CCCCCC)OC1=CC=C(C(=O)Cl)C=C1 (p-(1-methyl-heptyloxy)benzoic acid chloride), O (water), C=1(O)C(=CC(O)=CC1)C1=CC=CC=C1COCC1=CC=CC=C1C=1C(O)=CC=C(C1)O (Hydroquinone monobenzyl ether). Run in C1(=CC=CC=C1)C (toluene), C1(=CC=CC=C1)C (toluene), N1=CC=CC=C1 (pyridine). Run at time 2 hour. Product: C(C1=CC=CC=C1)OC1=CC=C(C=C1)OC(C1=CC=C(C=C1)OC(CCCCCC)C)=O (p-(1-methyl-heptyloxy)-benzoic acid p-benzyloxyphenyl ester). As a reaction SMILES: C1(C(C2[C:14]([CH2:15][O:16][CH2:17][C:18]3[C:23](C4C(=CC=C(O)C=4)O)=[CH:22][CH:21]=[CH:20][CH:19]=3)=[CH:13][CH:12]=[CH:11][CH:10]=2)=CC(=CC=1)O)O.[CH3:32][CH:33]([O:40][C:41]1[CH:49]=[CH:48][C:44]([C:45](Cl)=[O:46])=[CH:43][CH:42]=1)[CH2:34][CH2:35][CH2:36][CH2:37][CH2:38][CH3:39].[OH2:50]>N1C=CC=CC=1.C1(C)C=CC=CC=1>[CH2:17]([O:16][C:15]1[CH:10]=[CH:11][C:12]([O:46][C:45](=[O:50])[C:44]2[CH:48]=[CH:49][C:41]([O:40][CH:33]([CH3:32])[CH2:34][CH2:35][CH2:36][CH2:37][CH2:38][CH3:39])=[CH:42][CH:43]=2)=[CH:13][CH:14]=1)[C:18]1[CH:19]=[CH:20][CH:21]=[CH:22][CH:23]=1. Procedure: Hydroquinone monobenzyl ether (100.0 g, 0.50 mol) was dissolved in pyridine (600 ml), followed by dropwise adding to the solution, a solution of p-(1-methyl-heptyloxy)benzoic acid chloride (122.2 g, 0.45 mol) dissolved in toluene (600 ml), under ice cooling, agitating the mixture for 2 hours while keeping the temperature at about 50°-60° C., allowing it to stand overnight, thereafter adding toluene (3,000 ml) and water (2,000 ml), agitating the mixture, washing the toluene layer with 6N-HCl, the...